Dataset: the Open Reaction Database (ORD), a public repository of structured organic reaction records. Task: describe an organic reaction: reactants, conditions, products, and yield Starting materials: C(C)(C)(C)OC(=O)N1CC(CCC1)COC1=C2C=CN=C(C2=CC=C1)N (1-(tert-butoxycarbonyl)-3-[(1-amino-5-isoquinolyl)oxy]methylpiperidine), Cl.CO (hydrogen chloride methanol). Yields the product Cl.NC1=NC=CC2=C(C=CC=C12)OCC1CNCCC1 (3-[(1-amino-5-isoquinolyl)oxy]methylpiperidine hydrochloride). As a reaction SMILES: C(OC([N:8]1[CH2:13][CH2:12][CH2:11][CH:10]([CH2:14][O:15][C:16]2[CH:25]=[CH:24][CH:23]=[C:22]3[C:17]=2[CH:18]=[CH:19][N:20]=[C:21]3[NH2:26])[CH2:9]1)=O)(C)(C)C.[ClH:27].CO>>[ClH:27].[NH2:26][C:21]1[C:22]2[C:17](=[C:16]([O:15][CH2:14][CH:10]3[CH2:11][CH2:12][CH2:13][NH:8][CH2:9]3)[CH:25]=[CH:24][CH:23]=2)[CH:18]=[CH:19][N:20]=1 |f:1.2,3.4|. Reported procedure: According to the method of Example 1, Step C, deprotection was performed (50° C., 2 hours) by using Intermediate 23 (179 mg) and 10% hydrogen chloride/methanol solution (2.5 ml). The reaction mixture was cooled to room temperature, and then the solvent was evaporated under reduced pressure. The residue was added with methanol (0.5 ml) and diethyl ether (1.5 ml). The deposited precipitates were collected by filtration and washed with diethyl ether to obtain the title compound (132 mg) as white po... Reactants: CC(C)(C)c1ccc(OCC(=O)O)cn1, C1CCOC1, CN1CCCC1=O, Cl, C#Cc1cc(CN)cc(F)c1NS(C)(=O)=O. Product: C#Cc1cc(CNC(=O)COc2ccc(C(C)(C)C)nc2)cc(F)c1NS(C)(=O)=O. As a reaction SMILES: [C:18]([CH3:19])([CH3:20])([CH3:21])[c:22]1[cH:23][cH:24][c:25]([O:28][CH2:29][C:30](=[O:31])[OH:32])[cH:26][n:27]1.[CH2:40]1[O:41][CH2:42][CH2:43][CH2:44]1.[CH3:33][N:34]1[CH2:35][CH2:36][CH2:37][C:38]1=[O:39].[ClH:17].[NH2:1][CH2:2][c:3]1[cH:4][c:5]([C:15]#[CH:16])[c:6]([NH:10][S:11](=[O:12])(=[O:13])[CH3:14])[c:7]([F:9])[cH:8]1>>[NH:1]([CH2:2][c:3]1[cH:4][c:5]([C:15]#[CH:16])[c:6]([NH:10][S:11](=[O:12])(=[O:13])[CH3:14])[c:7]([F:9])[cH:8]1)[C:30]([CH2:29][O:28][c:25]1[cH:24][cH:23][c:22]([C:18]([CH3:19])([CH3:20])[CH3:21])[n:27][cH:26]1)=[O:31].